From a dataset of the Open Reaction Database (ORD), a public repository of structured organic reaction records. describe an organic reaction: reactants, conditions, products, and yield Starting materials: CC(=O)SCC(CC(C)C)C(=O)Nc1cccc(C(=O)O)c1C, C1CCNC1, CO, Cl. The product is Cc1c(NC(=O)C(CS)CC(C)C)cccc1C(=O)O. Reaction SMILES: [C:1](=[O:2])([CH3:3])[S:4][CH2:5][CH:6]([C:7](=[O:8])[NH:9][c:10]1[c:11]([CH3:19])[c:12]([C:13](=[O:14])[OH:15])[cH:16][cH:17][cH:18]1)[CH2:20][CH:21]([CH3:22])[CH3:23].[CH2:24]1[CH2:25][NH:26][CH2:27][CH2:28]1.[CH3:30][OH:31].[ClH:29]>>[SH:4][CH2:5][CH:6]([C:7](=[O:8])[NH:9][c:10]1[c:11]([CH3:19])[c:12]([C:13](=[O:14])[OH:15])[cH:16][cH:17][cH:18]1)[CH2:20][CH:21]([CH3:22])[CH3:23]. The reactants are Cc1cccc(C=O)n1, O=C1CN(C(c2ccccc2)c2ccccc2)CC(=O)NN1, c1ccccc1. Product: Cc1cccc(C=NN2C(=O)CN(C(c3ccccc3)c3ccccc3)CC2=O)n1. As a reaction SMILES: [CH3:23][c:24]1[cH:25][cH:26][cH:27][c:28]([CH:30]=[O:31])[n:29]1.[c:1]1([CH:7]([N:8]2[CH2:9][C:10](=[O:16])[NH:11][NH:12][C:13](=[O:15])[CH2:14]2)[c:17]2[cH:18][cH:19][cH:20][cH:21][cH:22]2)[cH:2][cH:3][cH:4][cH:5][cH:6]1.[cH:32]1[cH:33][cH:34][cH:35][cH:36][cH:37]1>>[c:1]1([CH:7]([N:8]2[CH2:9][C:10](=[O:16])[N:11]([N:12]=[CH:30][c:28]3[cH:27][cH:26][cH:25][c:24]([CH3:23])[n:29]3)[C:13](=[O:15])[CH2:14]2)[c:17]2[cH:18][cH:19][cH:20][cH:21][cH:22]2)[cH:2][cH:3][cH:4][cH:5][cH:6]1. The reactants are CO, CN(C)C=O, Cc1cc(Cl)nc(Nc2ccc(Cl)cc2)n1, O. Yields the product COc1cc(C)nc(Nc2ccc(Cl)cc2)n1. Reaction SMILES: [CH3:1][OH:2].[CH3:20][N:21]([CH3:22])[CH:23]=[O:24].[Cl:3][c:4]1[n:5][c:6]([NH:11][c:12]2[cH:13][cH:14][c:15]([Cl:18])[cH:16][cH:17]2)[n:7][c:8]([CH3:10])[cH:9]1.[OH2:19]>>[CH3:1][O:2][c:4]1[n:5][c:6]([NH:11][c:12]2[cH:13][cH:14][c:15]([Cl:18])[cH:16][cH:17]2)[n:7][c:8]([CH3:10])[cH:9]1. The reactants are ClCC=1C(=NOC1C1CC1)C1C(C1)C1=CC=CC=C1 (4-(chloromethyl)-5-cyclopropyl-3-(2-phenylcyclopropyl)isoxazole), CC(C)(C)OC(=O)N1C2CCC1CC(C2)O (N-Boc-nortropine), C1COCCOCCOCCOCCOCCO1 (18-crown-6), CC(C)([O-])C.[K+] (potassium tert-butoxide). Run in C1CCOC1 (THF), O (water), C1CCOC1 (THF). Run at time 10 minute. Product: C1(CC1)C1=C(C(=NO1)C1C(C1)C1=CC=CC=C1)COC1CC2CCC(C1)N2C(=O)OC(C)(C)C (tert-butyl 3-((5-cyclopropyl-3-(2-phenylcyclopropyl)isoxazol-4-yl)methoxy)-8-azabicyclo[3.2.1]octane-8-carboxylate). Reaction SMILES: [CH3:1][C:2]([O:5][C:6]([N:8]1[CH:12]2[CH2:13][CH:14]([OH:16])[CH2:15][CH:9]1[CH2:10][CH2:11]2)=[O:7])([CH3:4])[CH3:3].C1OCCOCCOCCOCCOCCOC1.CC(C)([O-])C.[K+].Cl[CH2:42][C:43]1[C:44]([CH:51]2[CH2:53][CH:52]2[C:54]2[CH:59]=[CH:58][CH:57]=[CH:56][CH:55]=2)=[N:45][O:46][C:47]=1[CH:48]1[CH2:50][CH2:49]1>C1COCC1.O>[CH:48]1([C:47]2[O:46][N:45]=[C:44]([CH:51]3[CH2:53][CH:52]3[C:54]3[CH:59]=[CH:58][CH:57]=[CH:56][CH:55]=3)[C:43]=2[CH2:42][O:16][CH:14]2[CH2:15][CH:9]3[N:8]([C:6]([O:5][C:2]([CH3:1])([CH3:3])[CH3:4])=[O:7])[CH:12]([CH2:11][CH2:10]3)[CH2:13]2)[CH2:50][CH2:49]1 |f:2.3|. Procedure details: A solution of N-Boc-nortropine (80 mg, 0.35 mmol) and 18-crown-6 (125 mg, 0.5 mmol) in THF (2.5 mL) was cooled to 0° C., treated with potassium tert-butoxide (59 mg, 0.53 mmol) and stirred for 10 min. A solution of 4-(chloromethyl)-5-cyclopropyl-3-(2-phenylcyclopropyl)isoxazole (80 mg, 0.29 mmol) in THF (0.5 mL) was added and the resulting mixture stirred at rt for 2 h and then poured into water and extracted with EtOAc. The organic layer was collected, washed with brine, dried over Na2SO4, filt... The reactants are CCCc1nc(CC)n(-c2ccc(Br)cc2)c(=O)c1Cc1ccc(-c2ccccc2C#N)cc1, CC(C)(C)[O-], Cc1ccccc1, CCOC(C)=O, [Na+], O=C(C=Cc1ccccc1)C=Cc1ccccc1, C1CC2(CCN1)OCCO2, O=C(C=Cc1ccccc1)C=Cc1ccccc1, O=C(C=Cc1ccccc1)C=Cc1ccccc1, [Pd], [Pd]. Product: CCCc1nc(CC)n(-c2ccc(N3CCC4(CC3)OCCO4)cc2)c(=O)c1Cc1ccc(-c2ccccc2C#N)cc1. RXN SMILES: [Br:1][c:2]1[cH:3][cH:4][c:5](-[n:8]2[c:9]([CH2:33][CH3:34])[n:10][c:11]([CH2:30][CH2:31][CH3:32])[c:12]([CH2:15][c:16]3[cH:17][cH:18][c:19](-[c:22]4[c:23]([C:28]#[N:29])[cH:24][cH:25][cH:26][cH:27]4)[cH:20][cH:21]3)[c:13]2=[O:14])[cH:6][cH:7]1.[CH3:45][C:46]([CH3:47])([O-:48])[CH3:49].[CH3:51][c:52]1[cH:53][cH:54][cH:55][cH:56][cH:57]1.[CH3:58][CH2:59][O:60][C:61](=[O:62])[CH3:63].[Na+:50].[O:102]=[C:103]([CH:104]=[CH:105][c:106]1[cH:107][cH:108][cH:109][cH:110][cH:111]1)[CH:112]=[CH:113][c:114]1[cH:115][cH:116][cH:117][cH:118][cH:119]1.[O:35]1[CH2:36][CH2:37][O:38][C:39]12[CH2:40][CH2:41][NH:42][CH2:43][CH2:44]2.[O:66]=[C:67]([CH:68]=[CH:69][c:70]1[cH:71][cH:72][cH:73][cH:74][cH:75]1)[CH:76]=[CH:77][c:78]1[cH:79][cH:80][cH:81][cH:82][cH:83]1.[O:84]=[C:85]([CH:86]=[CH:87][c:88]1[cH:89][cH:90][cH:91][cH:92][cH:93]1)[CH:94]=[CH:95][c:96]1[cH:97][cH:98][cH:99][cH:100][cH:101]1.[Pd:64].[Pd:65]>>[c:2]1([N:42]2[CH2:41][CH2:40][C:39]3([O:35][CH2:36][CH2:37][O:38]3)[CH2:44][CH2:43]2)[cH:3][cH:4][c:5](-[n:8]2[c:9]([CH2:33][CH3:34])[n:10][c:11]([CH2:30][CH2:31][CH3:32])[c:12]([CH2:15][c:16]3[cH:17][cH:18][c:19](-[c:22]4[c:23]([C:28]#[N:29])[cH:24][cH:25][cH:26][cH:27]4)[cH:20][cH:21]3)[c:13]2=[O:14])[cH:6][cH:7]1. The reactants are Cl (HCl), CS(=O)(=O)C=1C(=CC(=C(C(=O)OC)C1)C)NC1=CC=C(C=C1)S(F)(F)(F)(F)F (methyl 5-methanesulfonyl-2-methyl-4-(4-pentafluorosulfanyl-phenylamino)benzoate), O (water), [OH-].[Na+] (NaOH). The solvent is CO (MeOH). Run at time 2 hour. The product is CS(=O)(=O)C=1C(=CC(=C(C(=O)O)C1)C)NC1=CC=C(C=C1)S(F)(F)(F)(F)F (5-Methanesulfonyl-2-methyl-4-(4-pentafluorosulfanylphenylamino)benzoic acid). The yield is 97.4%. RXN SMILES: [CH3:1][S:2]([C:5]1[C:6]([NH:16][C:17]2[CH:22]=[CH:21][C:20]([S:23]([F:28])([F:27])([F:26])([F:25])[F:24])=[CH:19][CH:18]=2)=[CH:7][C:8]([CH3:15])=[C:9]([CH:14]=1)[C:10]([O:12]C)=[O:11])(=[O:4])=[O:3].[OH-].[Na+].O.Cl>CO>[CH3:1][S:2]([C:5]1[C:6]([NH:16][C:17]2[CH:18]=[CH:19][C:20]([S:23]([F:27])([F:28])([F:24])([F:25])[F:26])=[CH:21][CH:22]=2)=[CH:7][C:8]([CH3:15])=[C:9]([CH:14]=1)[C:10]([OH:12])=[O:11])(=[O:4])=[O:3] |f:1.2|. Procedure details: 70 mg of methyl 5-methanesulfonyl-2-methyl-4-(4-pentafluorosulfanyl-phenylamino)benzoate were dissolved in 2 ml of MeOH, and 0.12 ml of a 2N aqueous NaOH solution was added. The mixture was stirred at RT for 2 h and then left to stand at RT for 16 h. The reaction mixture was then poured into 50 ml of water, adjusted to pH=2 with aqueous HCl solution and stirred at RT for 30 minutes, and finally the product was filtered off with suction. 66 mg of colorless crystals were obtained, mp 106-109° C. Reactants: NC=1N=C(C2=C(N1)N=CC(=C2)C=CC2=CC=C(C=C2)C(=O)OC(C)(C)C)N (2,4 -diamino-6-[2-(4-tert-butoxycarbonylphenyl)ethenyl]pyrido[2,3-d]pyrimidine). Solvent: C(=O)O (formic acid). Product: NC=1N=C(C2=C(N1)N=CC(=C2)C=CC2=CC=C(C=C2)C(=O)O)N (2,4-Diamino-6-[2-(4-carboxyphenyl)ethenyl]pyrido[2,3-d]pyrimidine). The yield is 79.1%. RXN SMILES: [NH2:1][C:2]1[N:3]=[C:4]([NH2:27])[C:5]2[CH:11]=[C:10]([CH:12]=[CH:13][C:14]3[CH:19]=[CH:18][C:17]([C:20]([O:22]C(C)(C)C)=[O:21])=[CH:16][CH:15]=3)[CH:9]=[N:8][C:6]=2[N:7]=1>C(O)=O>[NH2:1][C:2]1[N:3]=[C:4]([NH2:27])[C:5]2[CH:11]=[C:10]([CH:12]=[CH:13][C:14]3[CH:19]=[CH:18][C:17]([C:20]([OH:22])=[O:21])=[CH:16][CH:15]=3)[CH:9]=[N:8][C:6]=2[N:7]=1. Procedure details: A solution of 1.27 g of 2,4 -diamino-6-[2-(4-tert-butoxycarbonylphenyl)ethenyl]pyrido[2,3-d]pyrimidine and 10 mL 88% formic acid was stirred at room temperature. A yellow solid started to form after about 12 hours and after 4 days of stirring, the reaction mixture was filtered. The collected solid was washed well successively with water, methanol, and acetone and was then dried under reduced pressure to give 0.85 g (79%) of the title compound, which can be alternatively named as 2,4-diamino-6-(4... The reactants are OC=1C=C(C=CC1)C(C)=O (3′-hydroxyacetophenone), solution, C1(CCCCC1)[Mg]Cl (cyclohexylmagnesium chloride). Solvent: C(C)OCC (diethyl ether). Yields the product C1(CCCCC1)C(C)(O)C=1C=C(C=CC1)O (3-(1-cyclohexyl-1-hydroxyethyl)phenol). Reaction SMILES: [OH:1][C:2]1[CH:3]=[C:4]([C:8](=[O:10])[CH3:9])[CH:5]=[CH:6][CH:7]=1.[CH:11]1([Mg]Cl)[CH2:16][CH2:15][CH2:14][CH2:13][CH2:12]1>C(OCC)C>[CH:11]1([C:8]([C:4]2[CH:3]=[C:2]([OH:1])[CH:7]=[CH:6][CH:5]=2)([OH:10])[CH3:9])[CH2:16][CH2:15][CH2:14][CH2:13][CH2:12]1. Procedure: By using 3′-hydroxyacetophenone (200 mg) and a 2 M solution of cyclohexylmagnesium chloride in diethyl ether (2.2 ml) as starting materials, the title compound (69.6 mg) was obtained in the same manner as that of Reference Example 69.